This data is from the Open Reaction Database (ORD), a public repository of structured organic reaction records. The task is: describe an organic reaction: reactants, conditions, products, and yield The reactants are ClCCN=C=S (β-chloroethylisothiocyanate), C(C)OCC (diethyl ether), C(CCCCC)C1=CC=C(N)C=C1 (4-hexylaniline). Solvent: C1(=CC=CC=C1)C (toluene), reagent, C1(=CC=CC=C1)C (toluene). Reaction conditions: temperature 50 celsius. Product: hydrochloride salt, C(CCCCC)C1=CC=C(C=C1)NC=1SCCN1 (N-(4-Hexylphenyl)-4,5-dihydro-2-thiazolamine). RXN SMILES: [CH2:1]([C:7]1[CH:13]=[CH:12][C:10]([NH2:11])=[CH:9][CH:8]=1)[CH2:2][CH2:3][CH2:4][CH2:5][CH3:6].Cl[CH2:15][CH2:16][N:17]=[C:18]=[S:19].C(OCC)C>C1(C)C=CC=CC=1>[CH2:1]([C:7]1[CH:8]=[CH:9][C:10]([NH:11][C:18]2[S:19][CH2:15][CH2:16][N:17]=2)=[CH:12][CH:13]=1)[CH2:2][CH2:3][CH2:4][CH2:5][CH3:6]. Reported procedure: A 2 liter, 3-neck round bottom flask fitted with magnetic stirrer, addition funnel, argon gas inlet and thermometer was charged with 4-hexylaniline (65.0 g, 0.367 m) dissolved in 500 ml reagent toluene. To this stirred solution, was added dropwise a solution of β-chloroethylisothiocyanate (53.5 g, 0.441 m, 1.2 eq.) in 175 ml toluene at room temperature. No significant exotherm was noted. After the addition was completed, the reaction mixture was warmed to 50° C. for 19 hours. The reaction was co... Product: COC(=O)Cc1c(C)n(Cc2ccc(S(C)(=O)=O)cc2)c2ncccc12. Reactants: CS(=O)(=O)c1ccc(CBr)cc1, COC(=O)Cc1c(C)[nH]c2ncccc12, CN(C)C=O. As a reaction SMILES: [CH3:16][S:17](=[O:18])(=[O:19])[c:20]1[cH:21][cH:22][c:23]([CH2:24][Br:25])[cH:26][cH:27]1.[CH3:1][O:2][C:3]([CH2:4][c:5]1[c:6]([CH3:14])[nH:7][c:8]2[n:9][cH:10][cH:11][cH:12][c:13]12)=[O:15].[O:28]=[CH:29][N:30]([CH3:31])[CH3:32]>>[CH3:1][O:2][C:3]([CH2:4][c:5]1[c:6]([CH3:14])[n:7]([CH2:24][c:23]2[cH:22][cH:21][c:20]([S:17]([CH3:16])(=[O:18])=[O:19])[cH:27][cH:26]2)[c:8]2[n:9][cH:10][cH:11][cH:12][c:13]12)=[O:15]. Starting materials: O (water), ( 3 ), C(C1=CC=CC=C1)SC1=NN2C(=NC(=C(C2=O)[N+](=O)[O-])Cl)S1 (2-benzylthio-7-chloro-6-nitro-5H-1,3,4-thiadiazolo[3,2-a]pyrimidin-5-one), CO (methanol), N1=CC=CC=C1 (pyridine). Product: C(C1=CC=CC=C1)SC1=NN2C(=NC(=C(C2=O)[N+](=O)[O-])OC)S1 (2-benzylthio-7-methoxy-6-nitro-5H-1,3,4-thiadiazolo[3,2-a]pyrimidin-5-one). Isolated yield 70.0%. As a reaction SMILES: [CH2:1]([S:8][C:9]1[S:22][C:12]2=[N:13][C:14](Cl)=[C:15]([N+:18]([O-:20])=[O:19])[C:16](=[O:17])[N:11]2[N:10]=1)[C:2]1[CH:7]=[CH:6][CH:5]=[CH:4][CH:3]=1.N1C=CC=CC=1.[OH2:29].[CH3:30]O>>[CH2:1]([S:8][C:9]1[S:22][C:12]2=[N:13][C:14]([O:29][CH3:30])=[C:15]([N+:18]([O-:20])=[O:19])[C:16](=[O:17])[N:11]2[N:10]=1)[C:2]1[CH:7]=[CH:6][CH:5]=[CH:4][CH:3]=1. Reported procedure: Three (3) grams of the thus obtained 2-benzylthio-7-chloro-6-nitro-5H-1,3,4-thiadiazolo[3,2-a]pyrimidin-5-one was dissolved in 50 ml of methanol, and 0.8 g of pyridine was added. The solution was stirred under refluxing for 30 minutes. After the reaction was finished, the reaction mixture was cooled and poured into water. The resulting mixture was extracted with toluene. The organic layer was washed with water and dried over anhydrous magnesium sulfate. The solvent was distilled off under reduce...